Task: describe an organic reaction: reactants, conditions, products, and yield. Dataset: the Open Reaction Database (ORD), a public repository of structured organic reaction records Reactants: O=C(Nc1cc(Oc2ccc([N+](=O)[O-])cc2)ccn1)N1CCOCC1, C1CCOC1, [OH-], [OH-], [Pd+2]. Yields the product Nc1ccc(Oc2ccnc(NC(=O)N3CCOCC3)c2)cc1. RXN SMILES: [N+:1]([O-:2])(=[O:3])[c:4]1[cH:5][cH:6][c:7]([O:8][c:9]2[cH:10][c:11]([NH:15][C:16](=[O:17])[N:18]3[CH2:19][CH2:20][O:21][CH2:22][CH2:23]3)[n:12][cH:13][cH:14]2)[cH:24][cH:25]1.[O:26]1[CH2:27][CH2:28][CH2:29][CH2:30]1.[OH-:31].[OH-:33].[Pd+2:32]>>[NH2:1][c:4]1[cH:5][cH:6][c:7]([O:8][c:9]2[cH:10][c:11]([NH:15][C:16](=[O:17])[N:18]3[CH2:19][CH2:20][O:21][CH2:22][CH2:23]3)[n:12][cH:13][cH:14]2)[cH:24][cH:25]1.